This data is from the Open Reaction Database (ORD), a public repository of structured organic reaction records. The task is: describe an organic reaction: reactants, conditions, products, and yield Reactants: CC(=O)OC(C)=O, ClC(Cl)Cl, O=CO, CC(C)(C)OC(=O)NC1CCNCC1, O. Yields the product CC(C)(C)OC(=O)NC1CCN(C=O)CC1. Reaction SMILES: [CH3:19][C:20](=[O:21])[O:22][C:23](=[O:24])[CH3:25].[CH:1]([Cl:2])([Cl:3])[Cl:4].[CH:26]([OH:27])=[O:28].[NH:5]1[CH2:6][CH2:7][CH:8]([NH:11][C:12]([O:13][C:14]([CH3:15])([CH3:16])[CH3:17])=[O:18])[CH2:9][CH2:10]1.[OH2:29]>>[N:5]1([CH:20]=[O:21])[CH2:6][CH2:7][CH:8]([NH:11][C:12]([O:13][C:14]([CH3:15])([CH3:16])[CH3:17])=[O:18])[CH2:9][CH2:10]1. Reactants: CC(=O)OC(C)=O, Nc1ccccc1C(=O)NCCN1CCC(Nc2nc3ccccc3n2Cc2ccc(F)cc2)CC1, [NH4+], [OH-], O. Yields the product CC(=O)Nc1ccccc1C(=O)NCCN1CCC(Nc2nc3ccccc3n2Cc2ccc(F)cc2)CC1. RXN SMILES: [C:37]([CH3:38])(=[O:39])[O:40][C:41](=[O:42])[CH3:43].[NH2:1][c:2]1[c:3]([C:4](=[O:5])[NH:6][CH2:7][CH2:8][N:9]2[CH2:10][CH2:11][CH:12]([NH:15][c:16]3[n:17][c:18]4[c:19]([n:20]3[CH2:21][c:22]3[cH:23][cH:24][c:25]([F:28])[cH:26][cH:27]3)[cH:29][cH:30][cH:31][cH:32]4)[CH2:13][CH2:14]2)[cH:33][cH:34][cH:35][cH:36]1.[NH4+:44].[OH-:45].[OH2:46]>>[NH:1]([c:2]1[c:3]([C:4](=[O:5])[NH:6][CH2:7][CH2:8][N:9]2[CH2:10][CH2:11][CH:12]([NH:15][c:16]3[n:17][c:18]4[c:19]([n:20]3[CH2:21][c:22]3[cH:23][cH:24][c:25]([F:28])[cH:26][cH:27]3)[cH:29][cH:30][cH:31][cH:32]4)[CH2:13][CH2:14]2)[cH:33][cH:34][cH:35][cH:36]1)[C:37]([CH3:38])=[O:39]. Reactants: Br.BrCC(=O)C1CN2CCC1CC2 ((±) 3-(α-Bromoacetyl)-1-azabicyclo [2.2.2 ]octane hydrobromide), Cl (hydrochloric acid), Br.O=C(C=O)C1CN2CCC1CC2 ((±) 2-oxo-2-(1-azabicyclo[2.2.2]octan-3-yl)ethanal hydrobromide), aldehyde, C(O)(O)=O.NNC(=N)N (aminoguanidine bicarbonate). Solvent: O (water). Conditions: time 8 hour. Product: NC=1N=NC=C(N1)C1CN2CCC1CC2 ((±)3-(3-Amino-1,2,4-triazin-5-yl)-1-azabicyclo[2.2.2 ]octane). Isolated yield 6.4%. RXN SMILES: Br.Br[CH2:3][C:4]([CH:6]1[CH:11]2[CH2:12][CH2:13][N:8]([CH2:9][CH2:10]2)[CH2:7]1)=O.Br.O=C(C1C2CCN(CC2)C1)C=O.C(=O)(O)O.[NH2:31][NH:32][C:33]([NH2:35])=[NH:34].Cl>O>[NH2:35][C:33]1[N:32]=[N:31][CH:3]=[C:4]([CH:6]2[CH:11]3[CH2:12][CH2:13][N:8]([CH2:9][CH2:10]3)[CH2:7]2)[N:34]=1 |f:0.1,2.3,4.5|. Procedure details: (±) 3-(α-Bromoacetyl)-1-azabicyclo [2.2.2 ]octane hydrobromide (EP-0366304, Description 7) (1.0 g, 3.2 mmol) was converted into (±) 2-oxo-2-(1-azabicyclo[2.2.2]octan-3-yl)ethanal hydrobromide using the method described in Example 3. The crude aldehyde was immediately treated with a suspension of aminoguanidine bicarbonate (0.48 g, 3.5 mmol) in water (10 ml), and the solution was acidified to pH4 with 5M hydrochloric acid. The reaction mixture was stirred overnight at room temperature then heated... Reactants: CN1[C@H](C(=O)O)CCC1 (1-methyl-L-proline), N[C@@H]1CN(CC1)C(=O)OC(C)(C)C ((3S)-3-amino-1-(tert-butoxycarbonyl)pyrrolidine), Cl.CN(CCCN=C=NCC)C (1-(3-dimethylaminopropyl)-3-ethylcarbodiimide hydrochloride), ON1N=NC2=C1C=CC=C2 (1-hydroxybenzotriazole). The solvent is CN(C)C=O (DMF), C(C)(=O)OCC (ethyl acetate). Conditions: time 8 hour. The product is C(C)(C)(C)OC(=O)N1C[C@H](CC1)NC([C@H]1N(CCC1)C)=O ((3S)-1-(tert-butoxycarbonyl)-3-(1-methyl-L-prolylamino)pyrrolidine). The yield is 91.7%. RXN SMILES: [CH3:1][N:2]1[CH2:9][CH2:8][CH2:7][C@H:3]1[C:4]([OH:6])=O.[NH2:10][C@H:11]1[CH2:15][CH2:14][N:13]([C:16]([O:18][C:19]([CH3:22])([CH3:21])[CH3:20])=[O:17])[CH2:12]1.Cl.CN(C)CCCN=C=NCC.ON1C2C=CC=CC=2N=N1>CN(C=O)C.C(OCC)(=O)C>[C:19]([O:18][C:16]([N:13]1[CH2:14][CH2:15][C@H:11]([NH:10][C:4](=[O:6])[C@@H:3]2[CH2:7][CH2:8][CH2:9][N:2]2[CH3:1])[CH2:12]1)=[O:17])([CH3:22])([CH3:20])[CH3:21] |f:2.3|. Procedure details: To a suspension of 1-methyl-L-proline (600 mg) and (3S)-3-amino-1-(tert-butoxycarbonyl)pyrrolidine (758 mg) in anhydrous DMF (10 ml), 1-(3-dimethylaminopropyl)-3-ethylcarbodiimide hydrochloride (856 mg) and 1-hydroxybenzotriazole (550 mg) were added. The mixture was stirred overnight at room temperature. To the reaction mixture, ethyl acetate was added. The resulting mixture was washed with an aqueous solution of sodium carbonate, 15% saline and saturated saline, dried over anhydrous magnesium s... Product: O=C(Cl)C(Oc1ccc(C(F)(F)F)cc1)c1cccc(C(F)(F)F)c1. The reactants are CN(C)C=O, ClCCl, O=C(O)C(Oc1ccc(C(F)(F)F)cc1)c1cccc(C(F)(F)F)c1, O=S(Cl)Cl. RXN SMILES: [CH3:30][N:31]([CH3:32])[CH:33]=[O:34].[Cl:35][CH2:36][Cl:37].[F:1][C:2]([c:3]1[cH:4][cH:5][c:6]([O:7][CH:8]([C:9](=[O:10])[OH:11])[c:12]2[cH:13][c:14]([C:18]([F:19])([F:20])[F:21])[cH:15][cH:16][cH:17]2)[cH:22][cH:23]1)([F:24])[F:25].[S:26]([Cl:27])([Cl:28])=[O:29]>>[F:1][C:2]([c:3]1[cH:4][cH:5][c:6]([O:7][CH:8]([C:9](=[O:10])[Cl:28])[c:12]2[cH:13][c:14]([C:18]([F:19])([F:20])[F:21])[cH:15][cH:16][cH:17]2)[cH:22][cH:23]1)([F:24])[F:25].